Dataset: the Open Reaction Database (ORD), a public repository of structured organic reaction records. Task: describe an organic reaction: reactants, conditions, products, and yield Reactants: C(=O)NC=1SC(=C(N1)C(C(=O)OCC)=O)Cl (Ethyl 2-(2-formylamino-5-chloro-1,3-thiazol-4-yl)glyoxylate), C(=O)N=C1SC(=C(N1)C(C(=O)OCC)=O)Cl (ethyl 2-(2-formylimino-5-chloro-2,3-dihydro-1,3-thiazol-4-yl)glyoxylate), Cl (hydrochloric acid). The solvent is [OH-].[K+] (potassium hydroxide). The product is C(=O)NC=1SC(=C(N1)C(C(=O)O)=O)Cl (2-(2-formylamino-5-chloro-1,3-thiazol-4-yl)glyoxylic acid). Reaction SMILES: [CH:1]([NH:3][C:4]1[S:5][C:6]([Cl:16])=[C:7]([C:9](=[O:15])[C:10]([O:12]CC)=[O:11])[N:8]=1)=[O:2].Cl>[OH-].[K+]>[CH:1]([NH:3][C:4]1[S:5][C:6]([Cl:16])=[C:7]([C:9](=[O:15])[C:10]([OH:12])=[O:11])[N:8]=1)=[O:2] |f:2.3|. Reported procedure: Ethyl 2-(2-formylamino-5-chloro-1,3-thiazol-4-yl)glyoxylate, which can be represented as ethyl 2-(2-formylimino-5-chloro-2,3-dihydro-1,3-thiazol-4-yl)glyoxylate, (1.3 g.) was dissolved in 1 N potassium hydroxide aqueous solution (10 ml.) at room temperature with stirring and the solution was stirred for 5 minutes at the same temperature. After the reaction, the reaction mixture was cooled with ice and then adjusted to pH 1 with 10% hydrochloric acid. The precipitates were collected by filtration... Starting materials: ClC1=C2N=CN(C2=NC=N1)[C@H]1[C@H](OC(C)=O)[C@H](OC(C)=O)[C@H](O1)COC (6-chloro-9-(2,3-di-O-acetyl-5-O-methyl-β-D-ribofuranosyl)-purine), C1(CCCC1)N (cyclopentylamine). The product is C1(CCCC1)NC=1C=2N=CN([C@H]3[C@H](O)[C@H](O)[C@@H](COC)O3)C2N=CN1 (N6-cyclopentyl-5′-O-methyladenosine). Reaction SMILES: Cl[C:2]1[N:10]=[CH:9][N:8]=[C:7]2[C:3]=1[N:4]=[CH:5][N:6]2[C@@H:11]1[O:23][C@H:22]([CH2:24][O:25][CH3:26])[C@@H:17]([O:18]C(=O)C)[C@H:12]1[O:13]C(=O)C.[CH:27]1([NH2:32])[CH2:31][CH2:30][CH2:29][CH2:28]1>>[CH:27]1([NH:32][C:2]2[C:3]3[N:4]=[CH:5][N:6]([C:7]=3[N:8]=[CH:9][N:10]=2)[C@@H:11]2[O:23][C@H:22]([CH2:24][O:25][CH3:26])[C@@H:17]([OH:18])[C@H:12]2[OH:13])[CH2:31][CH2:30][CH2:29][CH2:28]1. Reported procedure: Method B. The reaction was carried out with 6-chloro-9-(2,3-di-O-acetyl-5-O-methyl-β-D-ribofuranosyl)-purine (60, 589 mg, 1.53 mmol) and cyclopentylamine (2.3 mmol, 227 μl). The mixture was purified by column chromatography (eluens 5% MeOH in CH2Cl2). Yield 476 mg (1.36 mmol, 89%), mp 164–166° C.; Rf 0.51 (eluens 10% MeOH in CH2Cl2). The product was re-crystallized from CH3CN); 1H NMR (DMSO-d6) δ 8.28 (s, 1H, H-8), 8.18 (s, 1H, H-2), 7.70 (d, 1H, J=7.55 Hz, NH), 5.89 (d, 1H, J=4.80 Hz, H-1′), 5....